This data is from the Open Reaction Database (ORD), a public repository of structured organic reaction records. The task is: describe an organic reaction: reactants, conditions, products, and yield Reactants: COC(=O)c1scc(Br)c1OC, [Na+], C1CCOC1, [OH-]. Product: COc1c(Br)csc1C(=O)O. RXN SMILES: [CH3:1][O:2][C:3](=[O:4])[c:5]1[s:6][cH:7][c:8]([Br:12])[c:9]1[O:10][CH3:11].[Na+:14].[O:15]1[CH2:16][CH2:17][CH2:18][CH2:19]1.[OH-:13]>>[O:2]=[C:3]([OH:4])[c:5]1[s:6][cH:7][c:8]([Br:12])[c:9]1[O:10][CH3:11]. Reactants: ON=C1C(CCCC1)CC1=CC=C(C=C1)CC(=O)OCC (ethyl 4-[(2-hydroxyiminocyclohexyl)methyl]benzeneacetate), N (NH3). Run in C(C)O (ethanol). The product is NC1C(CCCC1)CC1=CC=C(C=C1)CC(=O)OCC (Ethyl 4-[(2-aminocyclohexyl)methyl]benzeneacetate). The yield is 39.1%. RXN SMILES: O[N:2]=[C:3]1[CH2:8][CH2:7][CH2:6][CH2:5][CH:4]1[CH2:9][C:10]1[CH:15]=[CH:14][C:13]([CH2:16][C:17]([O:19][CH2:20][CH3:21])=[O:18])=[CH:12][CH:11]=1.N>C(O)C>[NH2:2][CH:3]1[CH2:8][CH2:7][CH2:6][CH2:5][CH:4]1[CH2:9][C:10]1[CH:11]=[CH:12][C:13]([CH2:16][C:17]([O:19][CH2:20][CH3:21])=[O:18])=[CH:14][CH:15]=1. Reported procedure: Obtained by operating as in example 1b from 15.5 g (56.7 mmoles) of ethyl 4-[(2-hydroxyiminocyclohexyl)methyl]benzeneacetate in ethanol saturated with NH3. After treatment, 6.1 g (yield=39.1%) of a yellow-green oil is isolated which is used without any other purification. The reactants are O=C([O-])[O-], CC#N, ClCCBr, [Cs+], [Cs+], O, Oc1ccc(Cc2ccc(-c3ncco3)cc2)cc1. Yields the product ClCCOc1ccc(Cc2ccc(-c3ncco3)cc2)cc1. As a reaction SMILES: [C:24](=[O:25])([O-:26])[O-:27].[CH3:30][C:31]#[N:32].[Cl:20][CH2:21][CH2:22][Br:23].[Cs+:28].[Cs+:29].[OH2:33].[o:1]1[c:2](-[c:6]2[cH:7][cH:8][c:9]([CH2:12][c:13]3[cH:14][cH:15][c:16]([OH:19])[cH:17][cH:18]3)[cH:10][cH:11]2)[n:3][cH:4][cH:5]1>>[o:1]1[c:2](-[c:6]2[cH:7][cH:8][c:9]([CH2:12][c:13]3[cH:14][cH:15][c:16]([O:19][CH2:22][CH2:21][Cl:20])[cH:17][cH:18]3)[cH:10][cH:11]2)[n:3][cH:4][cH:5]1.